Dataset: the Open Reaction Database (ORD), a public repository of structured organic reaction records. Task: describe an organic reaction: reactants, conditions, products, and yield Starting materials: C(C)(C)(C)OC(NC1=NC=C(C=C1)CN1C(CN(CC1)C)(C)C)=O ([5-(2,2,4-trimethyl-piperazin-1-ylmethyl)-pyridin-2-yl]-carbamic acid tert-butyl ester), solution, Cl (HCl). Solvent: O1CCOCC1 (dioxane), CO (MeOH). Product: CC1(N(CCN(C1)C)CC=1C=CC(=NC1)N)C (5-(2,2,4-Trimethyl-piperazin-1-ylmethyl)-pyridin-2-ylamine). The yield is 75.0%. Reaction SMILES: C(OC(=O)[NH:7][C:8]1[CH:13]=[CH:12][C:11]([CH2:14][N:15]2[CH2:20][CH2:19][N:18]([CH3:21])[CH2:17][C:16]2([CH3:23])[CH3:22])=[CH:10][N:9]=1)(C)(C)C.Cl>O1CCOCC1.CO>[CH3:22][C:16]1([CH3:23])[CH2:17][N:18]([CH3:21])[CH2:19][CH2:20][N:15]1[CH2:14][C:11]1[CH:12]=[CH:13][C:8]([NH2:7])=[N:9][CH:10]=1. Procedure: A mixture of [5-(2,2,4-trimethyl-piperazin-1-ylmethyl)-pyridin-2-yl]-carbamic acid tert-butyl ester (Step 110.2) (1.94 g, 5.8 mmol), a 4 N solution of HCl in dioxane (20 mL) and MeOH (5 mL) was stirred for 12 h at it and concentrated. The residue was purified by silica gel column chromatography (DCM/NH3aq, 99:1→DCM/MeOH/NH3aq, 95:4:1) to afford 1.02 g of the title compound as a white solid. Title compound: ESI-MS: 235.2 [M+H]+; TLC: Rf=0.11 (DCM/MeOH, 9:1). The reactants are O (water), C1(=CC=CC=C1)C=1OC(C2=C(N1)C=CC=C2)=O (2-phenyl-benzo[d][1,3]oxazin-4-one), solution, aryl magnesium bromide. Solvent: C(Cl)Cl (CH2Cl2), C1CCOC1 (THF). Reaction conditions: time 2 hour. The product is C(C1=CC=CC=C1)(=O)C1=C(C=CC=C1)NC(C1=CC=CC=C1)=O (N-(2-benzoyl-phenyl)-benzamide). Isolated yield 60.0%. As a reaction SMILES: [C:1]1([C:7]2[O:8][C:9](=[O:17])[C:10]3[CH:16]=[CH:15][CH:14]=[CH:13][C:11]=3[N:12]=2)[CH:6]=[CH:5][CH:4]=[CH:3][CH:2]=1.O>C(Cl)Cl.C1COCC1>[C:9]([C:10]1[CH:16]=[CH:15][CH:14]=[CH:13][C:11]=1[NH:12][C:7](=[O:8])[C:1]1[CH:6]=[CH:5][CH:4]=[CH:3][CH:2]=1)(=[O:17])[C:1]1[CH:6]=[CH:5][CH:4]=[CH:3][CH:2]=1. Procedure details: To a solution of 2-phenyl-benzo[d][1,3]oxazin-4-one (5 mmol) in dry CH2Cl2 (20 mL) was added 1N solution of aryl magnesium bromide in THF (5 mL) at 0° C. The mixture was stirred at room temperature for 2 h and poured into water (30 mL). The aqueous layer was extracted with ethyl acetate (3×30 mL) and was washed with water (3×50 mL), brine (1×50 mL), dried (anhydrous Na2SO4) and concentrated in vacuo to afford N-(2-benzoyl-phenyl)-benzamide in 60–70% yield.